Dataset: the Open Reaction Database (ORD), a public repository of structured organic reaction records. Task: describe an organic reaction: reactants, conditions, products, and yield The reactants are O=C([O-])[O-], CN(C)C=O, CO, CC(=O)Nc1cccc(-n2c(=O)n(C3CC3)c(=O)c3c(Nc4ccc(C#C[Si](C)(C)C)cc4F)n(C)c(=O)c(C)c32)c1, Cl, [K+], [K+], O. Yields the product C#Cc1ccc(Nc2c3c(=O)n(C4CC4)c(=O)n(-c4cccc(NC(C)=O)c4)c3c(C)c(=O)n2C)c(F)c1. As a reaction SMILES: [C:43](=[O:44])([O-:45])[O-:46].[CH3:49][N:50]([CH3:51])[CH:52]=[O:53].[CH3:54][OH:55].[CH:1]1([n:4]2[c:5](=[O:42])[n:6](-[c:32]3[cH:33][c:34]([NH:38][C:39]([CH3:40])=[O:41])[cH:35][cH:36][cH:37]3)[c:7]3[c:8]([c:9]2=[O:10])[c:11]([NH:18][c:19]2[c:20]([F:31])[cH:21][c:22]([C:25]#[C:26][Si:27]([CH3:28])([CH3:29])[CH3:30])[cH:23][cH:24]2)[n:12]([CH3:17])[c:13](=[O:16])[c:14]3[CH3:15])[CH2:2][CH2:3]1.[ClH:56].[K+:47].[K+:48].[OH2:57]>>[CH:1]1([n:4]2[c:5](=[O:42])[n:6](-[c:32]3[cH:33][c:34]([NH:38][C:39]([CH3:40])=[O:41])[cH:35][cH:36][cH:37]3)[c:7]3[c:8]([c:9]2=[O:10])[c:11]([NH:18][c:19]2[c:20]([F:31])[cH:21][c:22]([C:25]#[CH:26])[cH:23][cH:24]2)[n:12]([CH3:17])[c:13](=[O:16])[c:14]3[CH3:15])[CH2:2][CH2:3]1. The reactants are O1CC(CC2=CC=CC=C12)CO (Chroman-3-yl-methanol), N1=CC=CC=C1 (pyridine), C=1(C(=CC=CC1)S(=O)(=O)Cl)C (Toluene sulfonyl chloride). Reaction conditions: time 6 hour. Yields the product O1CC(CC2=CC=CC=C12)COS(=O)(=O)C1=CC=C(C=C1)C (Toluene-4-sulfonic acid Chroman-3-ylmethyl ester). RXN SMILES: [O:1]1[C:10]2[C:5](=[CH:6][CH:7]=[CH:8][CH:9]=2)[CH2:4][CH:3]([CH2:11][OH:12])[CH2:2]1.[C:13]1(C)[C:14]([S:19](Cl)(=[O:21])=[O:20])=[CH:15][CH:16]=[CH:17][CH:18]=1.N1C=CC=C[CH:25]=1>>[O:1]1[C:10]2[C:5](=[CH:6][CH:7]=[CH:8][CH:9]=2)[CH2:4][CH:3]([CH2:11][O:12][S:19]([C:14]2[CH:13]=[CH:18][C:17]([CH3:25])=[CH:16][CH:15]=2)(=[O:20])=[O:21])[CH2:2]1. Reported procedure: Compound 18A (3.6 g) was dissolved in pyridine (11 mL) at RT. Toluene sulfonyl chloride (4.5 g) was added, stirred for 6 h. The reaction mixture was quenched with 2N HCl (500 mL), ether extraction (2×200 mL). The combined ether was washed with water, brine, dried (MgSO4), concentrated, to afford an orange color solid, compound 18B (4.2 g). mp 83-84° C.; MS: 319 (M+1)+. Preparation of Chroman-3-yl-acetonitrile (Compound 18C)